This data is from the Open Reaction Database (ORD), a public repository of structured organic reaction records. The task is: describe an organic reaction: reactants, conditions, products, and yield The reactants are O=[Si]=O (quartz glass), ClC(C(=O)Cl)Cl (dichloroacetyl chloride), ClC=C(Cl)Cl (trichloroethylene), O=O (oxygen), ClC=C(Cl)Cl (trichloroethylene). The reagents and catalysts are [Hg] (mercury). Yields the product C1(C(O1)(Cl)Cl)Cl (trichloroethylene epoxide), C(=O)(Cl)Cl (phosgene), C(C(=O)Cl)(=O)Cl (oxalyl dichloride). The yield is 2.8%. As a reaction SMILES: ClC=[C:3]([Cl:5])[Cl:4].[O:6]=O.[O:8]=[Si]=O.[Cl:11][CH:12]([Cl:16])[C:13]([Cl:15])=[O:14]>[Hg]>[CH:13]1([Cl:15])[O:14][C:12]1([Cl:16])[Cl:11].[C:3]([Cl:5])([Cl:4])=[O:8].[C:12]([Cl:16])(=[O:6])[C:13]([Cl:15])=[O:14]. Procedure: Into a 400 mL Pyrex glass photoreactor with a not doped high pressure mercury vapor radiator (available as the TQ 718 of Firma Heraeus Noblelight), a mixture of trichloroethylene (from a pre-vaporizer at a temperature of 150° C.) and oxygen was supplied in gaseous form in a molar ratio of 1:1.1 and irradiated through quartz glass with a lamp output of 500 W at a temperature within the reactor of 90° C. The educts were supplied continuously here to the reactor from above and the products were dis...